describe an organic reaction: reactants, conditions, products, and yield From a dataset of the Open Reaction Database (ORD), a public repository of structured organic reaction records. Starting materials: [H-].[Al+3].[Li+].[H-].[H-].[H-] (Lithium aluminium hydride), COC1=C(C(=O)OC)C(=C(C=C1F)F)F (methyl 2-methoxy-3,5,6-trifluorobenzoate), resultant mixture. Run in C(C)OCC (diethyl ether). The product is COC1=C(CO)C(=C(C=C1F)F)F (2-methoxy-3,5,6-trifluorobenzyl alcohol). Yield: 92.5%. Reaction SMILES: [H-].[Al+3].[Li+].[H-].[H-].[H-].[CH3:7][O:8][C:9]1[C:18]([F:19])=[CH:17][C:16]([F:20])=[C:15]([F:21])[C:10]=1[C:11](OC)=[O:12]>C(OCC)C>[CH3:7][O:8][C:9]1[C:18]([F:19])=[CH:17][C:16]([F:20])=[C:15]([F:21])[C:10]=1[CH2:11][OH:12] |f:0.1.2.3.4.5|. Procedure details: Lithium aluminium hydride (1.5 g) was added in portions to a stirred mixture of methyl 2-methoxy-3,5,6-trifluorobenzoate (10.9 g) in dry diethyl ether (80 cm3) over a period of 30 minutes at the ambient temperature and the resultant mixture stirred for a further period of 30 minutes. The product, 2-methoxy-3,5,6-trifluorobenzyl alcohol (8.8 g), was isolated by a similar procedure to that illustrated in Example 6. Reactants: S(=O)(Cl)Cl (thionyl chloride), Grignard reagent, O (water), [Mg] (magnesium), C(C)(C)(C)OC1=CC=C(C=C1)Cl (4-tert-butoxyphenyl chloride), Grignard reagent. Run in C1CCOC1 (THF), C1CCOC1 (THF), C1CCOC1 (THF). Conditions: temperature -60 celsius, time 1 hour. Yields the product C(C)(C)(C)OC1=CC=C(C=C1)S(=O)C1=CC=C(C=C1)OC(C)(C)C (bis(4-tert-butoxyphenyl) sulfoxide). Isolated yield 60.0%. As a reaction SMILES: [Mg].[C:2]([O:6][C:7]1[CH:12]=[CH:11][C:10](Cl)=[CH:9][CH:8]=1)([CH3:5])([CH3:4])[CH3:3].[S:14](Cl)(Cl)=[O:15].[OH2:18]>C1COCC1>[C:2]([O:6][C:7]1[CH:12]=[CH:11][C:10]([S:14]([C:7]2[CH:12]=[CH:11][C:10]([O:18][C:2]([CH3:5])([CH3:4])[CH3:3])=[CH:9][CH:8]=2)=[O:15])=[CH:9][CH:8]=1)([CH3:5])([CH3:4])[CH3:3]. Reported procedure: A Grignard reagent which was conventionally prepared using 24.3 g (1 mol) of magnesium, 203.2 g (1.1 mol) of 4-tert-butoxyphenyl chloride, and 280 g of THF was diluted with 500 g of THF and cooled to lower than -60° C. in a dry ice/methanol bath. Then 47.5 g (0.4 mol) of thionyl chloride diluted with 70 g of THF was added dropwise over 1 hour at less 0° C. After ripening for 1 hour in an ice bath, 36 g of water was added to decompose the excess of Grignard reagent. Separation was carried out by ... Starting materials: OBO, O=C([O-])[O-], CCO, [K+], [K+], O, OCc1ccccc1, COc1ccc(Cn2cc(I)c(C(=O)Nc3ccccc3)n2)cc1, Cc1ccccc1. Yields the product COc1ccc(Cn2cc(-c3cccc(CO)c3)c(C(=O)Nc3ccccc3)n2)cc1. Reaction SMILES: [BH:31]([OH:32])[OH:33].[C:25](=[O:26])([O-:27])[O-:28].[CH2:50]([OH:51])[CH3:52].[K+:29].[K+:30].[OH2:42].[OH:34][CH2:35][c:36]1[cH:37][cH:38][cH:39][cH:40][cH:41]1.[c:1]1([NH:7][C:8](=[O:9])[c:10]2[n:11][n:12]([CH2:16][c:17]3[cH:18][cH:19][c:20]([O:23][CH3:24])[cH:21][cH:22]3)[cH:13][c:14]2[I:15])[cH:2][cH:3][cH:4][cH:5][cH:6]1.[c:43]1([CH3:44])[cH:45][cH:46][cH:47][cH:48][cH:49]1>>[c:1]1([NH:7][C:8](=[O:9])[c:10]2[n:11][n:12]([CH2:16][c:17]3[cH:18][cH:19][c:20]([O:23][CH3:24])[cH:21][cH:22]3)[cH:13][c:14]2-[c:40]2[cH:39][cH:38][cH:37][c:36]([CH2:35][OH:34])[cH:41]2)[cH:2][cH:3][cH:4][cH:5][cH:6]1.